Dataset: the Open Reaction Database (ORD), a public repository of structured organic reaction records. Task: describe an organic reaction: reactants, conditions, products, and yield Reactants: C1(=CC=CC=C1)N(C(OCCC1CCCC2=C(C=CC=C12)OCC(=O)OCC)=O)C1=CC=CC=C1 (2-[5-(ethoxycarbonylmethoxy)-1,2,3,4-tetrahydro-1-naphthyl]ethyl N,N-diphenylcarbamate), [OH-].[Na+] (sodium hydroxide). Run in O1CCOCC1 (dioxane). Yields the product C1(=CC=CC=C1)N(C(OCCC1CCCC2=C(C=CC=C12)OCC(=O)O)=O)C1=CC=CC=C1 (2-[5-(carboxymethoxy)-1,2,3,4-tetrahydro-1-naphthyl]ethyl N,N-diphenylcarbamate). The yield is 1339.6%. RXN SMILES: [C:1]1([N:7]([C:30]2[CH:35]=[CH:34][CH:33]=[CH:32][CH:31]=2)[C:8](=[O:29])[O:9][CH2:10][CH2:11][CH:12]2[C:21]3[C:16](=[C:17]([O:22][CH2:23][C:24]([O:26]CC)=[O:25])[CH:18]=[CH:19][CH:20]=3)[CH2:15][CH2:14][CH2:13]2)[CH:6]=[CH:5][CH:4]=[CH:3][CH:2]=1.[OH-].[Na+]>O1CCOCC1>[C:30]1([N:7]([C:1]2[CH:2]=[CH:3][CH:4]=[CH:5][CH:6]=2)[C:8](=[O:29])[O:9][CH2:10][CH2:11][CH:12]2[C:21]3[C:16](=[C:17]([O:22][CH2:23][C:24]([OH:26])=[O:25])[CH:18]=[CH:19][CH:20]=3)[CH2:15][CH2:14][CH2:13]2)[CH:35]=[CH:34][CH:33]=[CH:32][CH:31]=1 |f:1.2|. Procedure: A solution of 2-[5-(ethoxycarbonylmethoxy)-1,2,3,4-tetrahydro-1-naphthyl]ethyl N,N-diphenylcarbamate (0.83 g) and 1N sodium hydroxide solution (2.1 ml) in dioxane (5 ml) was stirred at room temperature for 30 minutes and washed with ether. The resulting aqueous layer was acidified with 10% hydrochloric acid and extracted with ethyl acetate. The extract was washed with brine, dried over sodium sulfate, and evaporated in vacuo. The residue was powdered from 2-propanol to afford 2-[5-(carboxymethox...